This data is from the Open Reaction Database (ORD), a public repository of structured organic reaction records. The task is: describe an organic reaction: reactants, conditions, products, and yield Reactants: [N+](=O)([O-])C=1C=CC2=C(C3C(C(O2)(C)C)(O3)CNC(C(F)(F)F)=O)C1 (6-nitro-2,2-dimethyl-3-(trifluoroacetamido)methyl-3,4-dihydro-3,4-epoxy-2H-1-benzopyran), N1C(C=CC=C1)=O (2(1H)-pyridinone), O (Water), C(C)(=O)OCC (ethyl acetate). The solvent is O1CCOCC1 (dioxane). Yields the product [N+](=O)([O-])C=1C=CC2=C(C(C(C(O2)(C)C)(O)CNC(C(F)(F)F)=O)N2C(C=CC=C2)=O)C1 (6-nitro-2,2-dimethyl-3-(trifluoroacetamido)methyl-3,4-dihydro-3-hydroxy-4-(2-oxo-1,2-dihydropyridin-1-yl)-2H-1-benzopyran). Yield: 19.5%. RXN SMILES: [N+:1]([C:4]1[CH:5]=[CH:6][C:7]2[O:12][C:11]([CH3:14])([CH3:13])[C:10]3([CH2:16][NH:17][C:18](=[O:23])[C:19]([F:22])([F:21])[F:20])[O:15][CH:9]3[C:8]=2[CH:24]=1)([O-:3])=[O:2].[NH:25]1[CH:30]=[CH:29][CH:28]=[CH:27][C:26]1=[O:31].O.C(OCC)(=O)C>O1CCOCC1>[N+:1]([C:4]1[CH:5]=[CH:6][C:7]2[O:12][C:11]([CH3:14])([CH3:13])[C:10]([CH2:16][NH:17][C:18](=[O:23])[C:19]([F:22])([F:20])[F:21])([OH:15])[CH:9]([N:25]3[CH:30]=[CH:29][CH:28]=[CH:27][C:26]3=[O:31])[C:8]=2[CH:24]=1)([O-:3])=[O:2]. Procedure: A mixture of 6-nitro-2,2-dimethyl-3-(trifluoroacetamido)methyl-3,4-dihydro-3,4-epoxy-2H-1-benzopyran (0.4 g, 1.16 mmol), 2(1H)-pyridinone (0.22 g, 2.32 mmol) and Triton B (0.05 ml) in dioxane (3 ml) was heated at reflux for nineteen hours. Water and ethyl acetate were added, and the organic phase separated and evaporated under reduced pressure. The residue was chromatographed on silica gel, eluting with dichloromethane/acetone (95/5), to give 0.1 g of 6-nitro-2,2-dimethyl-3-(trifluoroacetamido)m...